This data is from the Open Reaction Database (ORD), a public repository of structured organic reaction records. The task is: describe an organic reaction: reactants, conditions, products, and yield Starting materials: [BH4-].[Na+] (sodium borohydride), [Cl-].[NH4+] (ammonium chloride), C(C1=CC=CC=C1)OC=1C(=NC=C(C1)Br)Br (3-benzyloxy-2,5-dibromopyridine), C(CCC)[Li] (n-butyllithium), CN(C=O)C (N,N-dimethylformamide). Solvent: CO (methanol), C1(=CC=CC=C1)C (toluene). Run at temperature -78 celsius, time 2.5 hour. The product is C(C1=CC=CC=C1)OC=1C(=NC=C(C1)Br)CO ((3-Benzyloxy-5-bromopyridin-2-yl)methanol). Yield: 61.7%. As a reaction SMILES: [CH2:1]([O:8][C:9]1[C:10](Br)=[N:11][CH:12]=[C:13]([Br:15])[CH:14]=1)[C:2]1[CH:7]=[CH:6][CH:5]=[CH:4][CH:3]=1.C([Li])CCC.CN(C)[CH:24]=[O:25].[BH4-].[Na+].[Cl-].[NH4+]>C1(C)C=CC=CC=1.CO>[CH2:1]([O:8][C:9]1[C:10]([CH2:24][OH:25])=[N:11][CH:12]=[C:13]([Br:15])[CH:14]=1)[C:2]1[CH:7]=[CH:6][CH:5]=[CH:4][CH:3]=1 |f:3.4,5.6|. Reported procedure: A solution of 3-benzyloxy-2,5-dibromopyridine (210 mg, 0.612 mmol) in toluene was cooled to −78° C. under N2 and n-butyllithium (1.60M, 0.46 mL, 0.735 mmol) was added dropwise. The mixture was stirred at −78° C. for 2.5 hours followed by the addition of dry N,N-dimethylformamide (0.095 mL, 1.22 mmol). After gradually warming to room temperature, methanol (5 mL) and sodium borohydride (23 mg, 0.612 mmol) was added to the mixture. The resulting mixture was stirred for 30 minutes, to which was adde... Reactants: [Br-], C1CCOC1, CC[Mg+], CCOCC, [O-][n+]1nc(I)nc2cc3c(cc21)CCC3, c1ccc(P(c2ccccc2)(c2ccccc2)[Pd](P(c2ccccc2)(c2ccccc2)c2ccccc2)(P(c2ccccc2)(c2ccccc2)c2ccccc2)P(c2ccccc2)(c2ccccc2)c2ccccc2)cc1. Product: CCc1nc2cc3c(cc2[n+]([O-])n1)CCC3. RXN SMILES: [Br-:1].[CH2:25]1[O:26][CH2:27][CH2:28][CH2:29]1.[CH2:2]([CH3:3])[Mg+:4].[CH3:5][CH2:6][O:7][CH2:8][CH3:9].[I:10][c:11]1[n:12][n+:13]([O-:24])[c:14]2[c:15]([n:16]1)[cH:17][c:18]1[c:22]([cH:23]2)[CH2:21][CH2:20][CH2:19]1.[cH:30]1[cH:31][cH:32][c:33]([P:34]([Pd:35]([P:36]([c:37]2[cH:38][cH:39][cH:40][cH:41][cH:42]2)([c:43]2[cH:44][cH:45][cH:46][cH:47][cH:48]2)[c:49]2[cH:50][cH:51][cH:52][cH:53][cH:54]2)([P:55]([c:56]2[cH:57][cH:58][cH:59][cH:60][cH:61]2)([c:62]2[cH:63][cH:64][cH:65][cH:66][cH:67]2)[c:68]2[cH:69][cH:70][cH:71][cH:72][cH:73]2)[P:74]([c:75]2[cH:76][cH:77][cH:78][cH:79][cH:80]2)([c:81]2[cH:82][cH:83][cH:84][cH:85][cH:86]2)[c:87]2[cH:88][cH:89][cH:90][cH:91][cH:92]2)([c:93]2[cH:94][cH:95][cH:96][cH:97][cH:98]2)[c:99]2[cH:100][cH:101][cH:102][cH:103][cH:104]2)[cH:105][cH:106]1>>[CH2:2]([CH3:3])[c:11]1[n:12][n+:13]([O-:24])[c:14]2[c:15]([n:16]1)[cH:17][c:18]1[c:22]([cH:23]2)[CH2:21][CH2:20][CH2:19]1. Starting materials: BrC=1C=C2C(=NC1)C(C1=C(CC2)C=C(C=C1)Cl)N1CCN(CC1)C(CC1CCN(CC1)C(OC1=CC=CC=C1)=NS(N(C)C)(=O)=O)=O (Phenyl 4-[2-[4-(3-bromo-8-chloro-6,11-dihydro-5 H-benzo[5,6] cyclohepta[1,2-b]pyridin-11-yl)-1-piperazinyl]-2-oxoethyl]-N-(N,N-dimethyl-sulfamoyl)-l-piperidinecarboximidate), BrC=1C=C2C(=NC1)C(C1=C(CC2)C=C(C=C1)Cl)N1CCN(CC1)C(CC1CCN(CC1)C(OC1=CC=CC=C1)=NS(N(C)C)(=O)=O)=O (Phenyl 4-[2-[4-(3-bromo-8-chloro-6,11-dihydro-5 H-benzo[5,6] cyclohepta[1,2-b]pyridin-11-yl)-1-piperazinyl]-2-oxoethyl]-N-(N,N-dimethyl-sulfamoyl)-l-piperidinecarboximidate), [OH-].[NH4+] (ammonium hydroxide). Run in CC(C)O (2-propanol). Conditions: temperature 25 celsius, time 24 hour. Product: BrC=1C=C2C(=NC1)C(C1=C(CC2)C=C(C=C1)Cl)N1CCN(CC1)C(CC1CCN(CC1)C(NS(N(C)C)(=O)=O)=N)=O (4-[2-[4-(3-BROMO-8-CHLORO-6,11-DIHYDRO-5 H-BENZO[5,6]CYCLOHEPTA[1,2-b]PYRIDIN-11-YL)-1-PIPERAZINYL]2-OXOETHYL]-N-(N,N-DIMETHYLSULFAMOYL)-1-PIPERIDINECARBOXIMIDAMIDE), Formula 11.0. RXN SMILES: [Br:1][C:2]1[CH:3]=[C:4]2[CH2:12][CH2:11][C:10]3[CH:13]=[C:14]([Cl:17])[CH:15]=[CH:16][C:9]=3[CH:8]([N:18]3[CH2:23][CH2:22][N:21]([C:24](=[O:47])[CH2:25][CH:26]4[CH2:31][CH2:30][N:29]([C:32](=[N:40][S:41](=[O:46])(=[O:45])[N:42]([CH3:44])[CH3:43])OC5C=CC=CC=5)[CH2:28][CH2:27]4)[CH2:20][CH2:19]3)[C:5]2=[N:6][CH:7]=1.[OH-].[NH4+:49]>CC(O)C>[Br:1][C:2]1[CH:3]=[C:4]2[CH2:12][CH2:11][C:10]3[CH:13]=[C:14]([Cl:17])[CH:15]=[CH:16][C:9]=3[CH:8]([N:18]3[CH2:23][CH2:22][N:21]([C:24](=[O:47])[CH2:25][CH:26]4[CH2:31][CH2:30][N:29]([C:32](=[NH:49])[NH:40][S:41](=[O:45])(=[O:46])[N:42]([CH3:44])[CH3:43])[CH2:28][CH2:27]4)[CH2:20][CH2:19]3)[C:5]2=[N:6][CH:7]=1 |f:1.2|. Procedure details: Phenyl 4-[2-[4-(3-bromo-8-chloro-6,11-dihydro-5 H-benzo[5,6] cyclohepta[1,2-b]pyridin-11-yl)-1-piperazinyl]-2-oxoethyl]-N-(N,N-dimethyl-sulfamoyl)-l-piperidinecarboximidate (Formula 10.0, prepare as described in Example 9 above) is dissolved in 2-propanol and concentrated ammonium hydroxide is added. The mixture is stirred at 25° C. for 24 h and then evaporated to dryness. The residue is triturated with diethyl ether (2×250 ml) and the ether is discarded. The remaining product is chromatographed...